From a dataset of the Open Reaction Database (ORD), a public repository of structured organic reaction records. describe an organic reaction: reactants, conditions, products, and yield Reactants: NC1=C(C=2C=CN3C(C2C=C1)=CC=N3)C(=O)OC (methyl 8-aminopyrazolo[5,1-a]isoquinoline-7-carboxylate), NC1=C(C=2C=CN3C(C2C=C1)=CC=N3)C(=O)OC (methyl 8-aminopyrazolo[5,1-a]isoquinoline-7-carboxylate), BrC1=C(C=CC(=C1)F)S(=O)(=O)Cl (2-bromo-4-fluorobenzenesulfonyl chloride). Run in N1=CC=CC=C1 (pyridine), C(Cl)Cl (DCM). Run at time 8 hour. The product is BrC1=C(C=CC(=C1)F)S(=O)(=O)NC1=C(C=2C=CN3C(C2C=C1)=CC=N3)C(=O)OC (methyl 8-(2-bromo-4-fluorobenzenesulfonylamino]-pyrazolo[5,1-a]isoquinoline-7-carboxylate). Yield: 37.1%. RXN SMILES: [NH2:1][C:2]1[CH:11]=[CH:10][C:9]2[C:8]3=[CH:12][CH:13]=[N:14][N:7]3[CH:6]=[CH:5][C:4]=2[C:3]=1[C:15]([O:17][CH3:18])=[O:16].[Br:19][C:20]1[CH:25]=[C:24]([F:26])[CH:23]=[CH:22][C:21]=1[S:27](Cl)(=[O:29])=[O:28]>N1C=CC=CC=1.C(Cl)Cl>[Br:19][C:20]1[CH:25]=[C:24]([F:26])[CH:23]=[CH:22][C:21]=1[S:27]([NH:1][C:2]1[CH:11]=[CH:10][C:9]2[C:8]3=[CH:12][CH:13]=[N:14][N:7]3[CH:6]=[CH:5][C:4]=2[C:3]=1[C:15]([O:17][CH3:18])=[O:16])(=[O:29])=[O:28]. Procedure: A mixture of methyl 8-aminopyrazolo[5,1-a]isoquinoline-7-carboxylate (Intermediate 6, 0.140 g) and 2-bromo-4-fluorobenzenesulfonyl chloride (0.190 g) in pyridine (4 mL) and DCM (3 mL) was stirred at room temperature overnight. The resultant mixture was concentrated in vacuo and the residue was purified by chromatography on silica, eluting with a mixture of ethyl acetate and cyclohexane with a gradient of 0-60%. The resultant glass was triturated with ether to give methyl 8-(2-bromo-4-fluorobenze...